From a dataset of the Open Reaction Database (ORD), a public repository of structured organic reaction records. describe an organic reaction: reactants, conditions, products, and yield Reaction SMILES: [Mg:1].Br[C:3]1[CH:11]=[CH:10][C:6]2[S:7][CH:8]=[CH:9][C:5]=2[CH:4]=1.[Br:12]C(Br)C>C1COCC1>[S:7]1[CH:8]=[CH:9][C:5]2[CH:4]=[C:3]([Mg:1][Br:12])[CH:11]=[CH:10][C:6]1=2. Run at time 2 hour. Run in C1CCOC1 (THF), C1CCOC1 (THF), C1CCOC1 (THF). Product: S1C2=C(C=C1)C=C(C=C2)[Mg]Br ((benzo[b]thiophen-5-yl-)magnesium bromide). Procedure details: A solution of magnesium (34 mg, WAKO) in dehydrated THF (0.7 ml) was added dropwise with a solution of 5-bromobenzo[b]thiophene (149.2 mg, MAYB) and dibromoethane (30 μl, WAKO) in dehydrated THF (0.7 ml) under an argon atmosphere, and the mixture was stirred at room temperature for 2 hours to obtain a THF solution of the title compound (Compound No. MG01). Starting materials: [Mg] (magnesium), BrC1=CC2=C(SC=C2)C=C1 (5-bromobenzo[b]thiophene), BrC(C)Br (dibromoethane).